Task: describe an organic reaction: reactants, conditions, products, and yield. Dataset: the Open Reaction Database (ORD), a public repository of structured organic reaction records Conditions: temperature 0 celsius. RXN SMILES: [S:1](Cl)([CH3:4])(=[O:3])=[O:2].[CH:6]1([N:9]2[C:18]3[C:13](=[CH:14][C:15]([F:25])=[C:16]([N:20]4[CH2:23][CH:22]([OH:24])[CH2:21]4)[C:17]=3[F:19])[C:12](=[O:26])[C:11]([C:27]([O:29][CH2:30][CH3:31])=[O:28])=[CH:10]2)[CH2:8][CH2:7]1.O>N1C=CC=CC=1>[CH:6]1([N:9]2[C:18]3[C:13](=[CH:14][C:15]([F:25])=[C:16]([N:20]4[CH2:21][CH:22]([O:24][S:1]([CH3:4])(=[O:3])=[O:2])[CH2:23]4)[C:17]=3[F:19])[C:12](=[O:26])[C:11]([C:27]([O:29][CH2:30][CH3:31])=[O:28])=[CH:10]2)[CH2:7][CH2:8]1. The product is C1(CC1)N1C=C(C(C2=CC(=C(C(=C12)F)N1CC(C1)OS(=O)(=O)C)F)=O)C(=O)OCC (ethyl 1-cyclopropyl-6,8-difluoro-7-(3-mesyloxy-1-azetidinyl)-1,4-dihydro-4-oxo-3-quinolinecarboxylate). The reactants are S(=O)(=O)(C)Cl (mesyl chloride), C1(CC1)N1C=C(C(C2=CC(=C(C(=C12)F)N1CC(C1)O)F)=O)C(=O)OCC (ethyl 1-cyclopropyl-6,8-difluoro-7-(3-hydroxy-1-azetidinyl)-1,4-dihydro-4-oxo-3-quinolinecarboxylate), O (water). Procedure details: 6.3 g (55.0 mmoles) of mesyl chloride are slowly added to a solution of 1.0 g (2.75 mmoles) of ethyl 1-cyclopropyl-6,8-difluoro-7-(3-hydroxy-1-azetidinyl)-1,4-dihydro-4-oxo-3-quinolinecarboxylate in 50 ml of pyridine cooled to 0° C., and the reaction is maintained at 0° C. for 3 hours. The solution is added to a mixture of ice and water giving a precipitate which is filtered and washed with water. The solid is dried under vacuum yielding 0.9 g (73%) of ethyl 1-cyclopropyl-6,8-difluoro-7-(3-mesyl... Solvent: N1=CC=CC=C1 (pyridine). The yield is 74.0%. Reactants: N#Cc1ccc(CON)cc1, Cl, COc1ccc(C(C)=O)cc1O. Product: COc1ccc(C(C)=NOCc2ccc(C#N)cc2)cc1O. RXN SMILES: [C:14](#[N:15])[c:16]1[cH:17][cH:18][c:19]([CH2:20][O:21][NH2:22])[cH:23][cH:24]1.[ClH:13].[OH:1][c:2]1[cH:3][c:4]([C:10]([CH3:11])=[O:12])[cH:5][cH:6][c:7]1[O:8][CH3:9]>>[OH:1][c:2]1[cH:3][c:4]([C:10]([CH3:11])=[N:22][O:21][CH2:20][c:19]2[cH:18][cH:17][c:16]([C:14]#[N:15])[cH:24][cH:23]2)[cH:5][cH:6][c:7]1[O:8][CH3:9]. The reactants are C(\C=C\C(=O)O)(=O)O (fumaric acid), N(=[N+]=[N-])[C@@H](CN1C=CC2=CC(=CC=C12)F)C ((R)-1-(2-azido-propyl)-5-fluoroindole). Reagents/catalysts: [Pt]=O (platinum oxide). Solvent: C(C)O (ethanol), C(C)O (ethanol). Product: C(\C=C\C(=O)O)(=O)O.FC=1C=C2C=CN(C2=CC1)C[C@@H](C)N ((R)-2-(5-fluoro-indol-1-yl)-1-methyl-ethylamine fumarate). The yield is 87.7%. As a reaction SMILES: [N:1]([C@H:4]([CH3:16])[CH2:5][N:6]1[C:14]2[C:9](=[CH:10][C:11]([F:15])=[CH:12][CH:13]=2)[CH:8]=[CH:7]1)=[N+]=[N-].[C:17]([OH:24])(=[O:23])/[CH:18]=[CH:19]/[C:20]([OH:22])=[O:21]>C(O)C.[Pt]=O>[C:17]([OH:24])(=[O:23])/[CH:18]=[CH:19]/[C:20]([OH:22])=[O:21].[F:15][C:11]1[CH:10]=[C:9]2[C:14](=[CH:13][CH:12]=1)[N:6]([CH2:5][C@H:4]([NH2:1])[CH3:16])[CH:7]=[CH:8]2 |f:4.5|. Procedure details: A suspension of 0.1 g of platinum oxide in 25 ml of ethanol was stirred under a hydrogen atmosphere for half an hour and subsequently treated with a solution of 0.92 g of (R)-1-(2-azido-propyl)-5-fluoroindole in 25 ml of ethanol. The reaction mixture was stirred at room temperature for two hours. The catalyst was filtered off and washed with ethanol. The solution was evaporated and the residue was dissolved in 150 ml of ether and treated with 0.58 g (5 mmol) of fumaric acid and stirred overnight...